From a dataset of the Open Reaction Database (ORD), a public repository of structured organic reaction records. describe an organic reaction: reactants, conditions, products, and yield The reactants are FC1=CC=C(C#N)C=C1 (p-fluorobenzonitrile), [H-].[Na+] (sodium hydride), COC1=CC=C(C=C1)N1C(O[C@@H]([C@@H]1C)CO)=O ((4S, 5S)-(-)-3-(4-methoxyphenyl)-4-methyl-2-oxooxazolidin-5-ylmethyl alcohol). Run in CN(C=O)C (N,N-dimethylformamide), CN(C=O)C (N,N-dimethylformamide), CN(C=O)C (N,N-dimethylformamide). Conditions: temperature 50 celsius, time 25 minute. Yields the product COC1=CC=C(C=C1)N1C(O[C@@H]([C@@H]1C)COC1=CC=C(C#N)C=C1)=O (4-[(4S, 5S)-(-)-3-(4-methoxyphenyl)-4-methyl-2-oxooxazolidin-5-yl]methoxybenzonitrile). Yield: 70.2%. RXN SMILES: [H-].[Na+].[CH3:3][O:4][C:5]1[CH:10]=[CH:9][C:8]([N:11]2[C@@H:15]([CH3:16])[C@@H:14]([CH2:17][OH:18])[O:13][C:12]2=[O:19])=[CH:7][CH:6]=1.F[C:21]1[CH:28]=[CH:27][C:24]([C:25]#[N:26])=[CH:23][CH:22]=1>CN(C)C=O>[CH3:3][O:4][C:5]1[CH:6]=[CH:7][C:8]([N:11]2[C@@H:15]([CH3:16])[C@@H:14]([CH2:17][O:18][C:21]3[CH:28]=[CH:27][C:24]([C:25]#[N:26])=[CH:23][CH:22]=3)[O:13][C:12]2=[O:19])=[CH:9][CH:10]=1 |f:0.1|. Procedure details: To a suspension of 200 mg of 60% sodium hydride in anhydrous N,N-dimethylformamide (1 ml) was added dropwise an N,N-dimethylformamide (7 ml) solution of 0.98 g of (4S, 5S)-(-)-3-(4-methoxyphenyl)-4-methyl-2-oxooxazolidin-5-ylmethyl alcohol obtained in Reference Example 11 at room temperature in a stream of nitrogen, and the mixture was stirred at 50° C. for 25 minutes. A solution of 500 mg of p-fluorobenzonitrile in anhydrous N,N-dimethylformamide (2 ml) was added thereto at the same temperature... The reactants are CC(=O)CC(C)=O, Cc1ccccc1, Nc1cccc(C(F)(F)F)c1, Cc1ccc(S(=O)(=O)O)cc1. Product: CC(=O)C=C(C)Nc1cccc(C(F)(F)F)c1. As a reaction SMILES: [CH3:1][C:2](=[O:3])[CH2:4][C:5]([CH3:6])=[O:7].[CH3:30][c:31]1[cH:32][cH:33][cH:34][cH:35][cH:36]1.[F:8][C:9]([c:10]1[cH:11][c:12]([NH2:13])[cH:14][cH:15][cH:16]1)([F:17])[F:18].[c:19]1([CH3:20])[cH:21][cH:22][c:23]([S:24]([OH:25])(=[O:26])=[O:27])[cH:28][cH:29]1>>[CH3:1][C:2](=[CH:4][C:5]([CH3:6])=[O:7])[NH:13][c:12]1[cH:11][c:10]([C:9]([F:8])([F:17])[F:18])[cH:16][cH:15][cH:14]1.